This data is from the Open Reaction Database (ORD), a public repository of structured organic reaction records. The task is: describe an organic reaction: reactants, conditions, products, and yield Starting materials: ClC1=C(N)C=C(C(=C1)Cl)Cl (2,4,5-trichloroaniline), C(C=O)(=O)O (glyoxylic acid), O1CCC=C1 (2,3-dihydrofuran). Product: ClC1=CC(=C(C=2C3C(C(NC12)C(=O)O)CCO3)Cl)Cl (6,8,9-trichloro-2,3,3a,4,5,9b-hexahydro-furo[3,2-c]quinoline-4-carboxylic Acid). RXN SMILES: [Cl:1][C:2]1[CH:8]=[C:7]([Cl:9])[C:6]([Cl:10])=[CH:5][C:3]=1[NH2:4].[C:11]([OH:15])(=[O:14])[CH:12]=O.[O:16]1[CH:20]=[CH:19][CH2:18][CH2:17]1>>[Cl:1][C:2]1[C:3]2[NH:4][CH:12]([C:11]([OH:15])=[O:14])[CH:18]3[CH2:19][CH2:20][O:16][CH:17]3[C:5]=2[C:6]([Cl:10])=[C:7]([Cl:9])[CH:8]=1. Reported procedure: Compound 67 was prepared from 2,4,5-trichloroaniline, glyoxylic acid and 2,3-dihydrofuran by the automated process.